Dataset: the Open Reaction Database (ORD), a public repository of structured organic reaction records. Task: describe an organic reaction: reactants, conditions, products, and yield Starting materials: BrCc1ccccc1, CC(C)(C)c1cc(C(=O)c2cc[nH]c2)cc(C(C)(C)C)c1O, CN(C)C=O, [H-], [Na+]. Yields the product CC(C)(C)c1cc(C(=O)c2ccn(Cc3ccccc3)c2)cc(C(C)(C)C)c1O. RXN SMILES: [Br:25][CH2:26][c:27]1[cH:28][cH:29][cH:30][cH:31][cH:32]1.[C:1]([CH3:2])([CH3:3])([CH3:4])[c:5]1[cH:6][c:7]([C:8](=[O:9])[c:10]2[cH:11][nH:12][cH:13][cH:14]2)[cH:15][c:16]([C:19]([CH3:20])([CH3:21])[CH3:22])[c:17]1[OH:18].[CH3:33][N:34]([CH3:35])[CH:36]=[O:37].[H-:23].[Na+:24]>>[C:1]([CH3:2])([CH3:3])([CH3:4])[c:5]1[cH:6][c:7]([C:8](=[O:9])[c:10]2[cH:11][n:12]([CH2:26][c:27]3[cH:28][cH:29][cH:30][cH:31][cH:32]3)[cH:13][cH:14]2)[cH:15][c:16]([C:19]([CH3:20])([CH3:21])[CH3:22])[c:17]1[OH:18]. The reactants are BrCc1ccccc1, O=C([O-])[O-], CCCCOC(=O)N1CCC(C(=O)O)CC1, CN(C)C=O, [K+], [K+]. Yields the product CCCCOC(=O)N1CCC(C(=O)OCc2ccccc2)CC1. Reaction SMILES: [Br:17][CH2:18][c:19]1[cH:20][cH:21][cH:22][cH:23][cH:24]1.[C:25](=[O:26])([O-:27])[O-:28].[CH2:1]([CH2:2][CH2:3][CH3:4])[O:5][C:6](=[O:7])[N:8]1[CH2:9][CH2:10][CH:11]([C:14](=[O:15])[OH:16])[CH2:12][CH2:13]1.[CH3:31][N:32]([CH3:33])[CH:34]=[O:35].[K+:29].[K+:30]>>[CH2:1]([CH2:2][CH2:3][CH3:4])[O:5][C:6](=[O:7])[N:8]1[CH2:9][CH2:10][CH:11]([C:14](=[O:15])[O:16][CH2:18][c:19]2[cH:20][cH:21][cH:22][cH:23][cH:24]2)[CH2:12][CH2:13]1.